From a dataset of the Open Reaction Database (ORD), a public repository of structured organic reaction records. describe an organic reaction: reactants, conditions, products, and yield Starting materials: Fc1ccc(Br)cc1, COC(=O)c1cc(C2CCCN2)c2oc(N3CCOCC3)cc(=O)c2c1. Product: COC(=O)c1cc(C2CCCN2c2ccc(F)cc2)c2oc(N3CCOCC3)cc(=O)c2c1. Reaction SMILES: [Br:27][c:28]1[cH:29][cH:30][c:31]([F:34])[cH:32][cH:33]1.[O:1]1[CH2:2][CH2:3][N:4]([c:7]2[o:8][c:9]3[c:10]([CH:22]4[NH:23][CH2:24][CH2:25][CH2:26]4)[cH:11][c:12]([C:18](=[O:19])[O:20][CH3:21])[cH:13][c:14]3[c:15](=[O:17])[cH:16]2)[CH2:5][CH2:6]1>>[O:1]1[CH2:2][CH2:3][N:4]([c:7]2[o:8][c:9]3[c:10]([CH:22]4[N:23]([c:28]5[cH:29][cH:30][c:31]([F:34])[cH:32][cH:33]5)[CH2:24][CH2:25][CH2:26]4)[cH:11][c:12]([C:18](=[O:19])[O:20][CH3:21])[cH:13][c:14]3[c:15](=[O:17])[cH:16]2)[CH2:5][CH2:6]1. Reactants: FC1=CC=C(OCCCN2C(NC3=C2C=CC=C3)=N)C=C1 (1-[3-(4-fluoro-phenoxy)-propyl]-1,3-dihydro-benzoimidazol-2-ylideneamine), ClC1=NC=C(C=C1)CCl (2-chloro-5-chloromethyl-pyridine), [Na+].[Br-] (NaBr). The solvent is CC(CC)=O (2-butanone). Conditions: temperature 90 celsius. The product is Cl.ClC1=CC=C(C=N1)CN1C(N(C2=C1C=CC=C2)CCCOC2=CC=CC=C2)=N (1-(6-chloro-pyridin-3-ylmethyl)-3-(3-phenoxy-propyl)-1,3-dihydro-benzoimidazol-2-ylideneamine, hydrochloride salt). The yield is 53.2%. RXN SMILES: F[C:2]1[CH:21]=[CH:20][C:5]([O:6][CH2:7][CH2:8][CH2:9][N:10]2[C:14]3[CH:15]=[CH:16][CH:17]=[CH:18][C:13]=3[NH:12][C:11]2=[NH:19])=[CH:4][CH:3]=1.[Cl:22][C:23]1[CH:28]=[CH:27][C:26]([CH2:29]Cl)=[CH:25][N:24]=1.[Na+].[Br-]>CC(=O)CC>[ClH:22].[Cl:22][C:23]1[N:24]=[CH:25][C:26]([CH2:29][N:12]2[C:13]3[CH:18]=[CH:17][CH:16]=[CH:15][C:14]=3[N:10]([CH2:9][CH2:8][CH2:7][O:6][C:5]3[CH:20]=[CH:21][CH:2]=[CH:3][CH:4]=3)[C:11]2=[NH:19])=[CH:27][CH:28]=1 |f:2.3,5.6|. Reported procedure: To a solution of 1-[3-(4-fluoro-phenoxy)-propyl]-1,3-dihydro-benzoimidazol-2-ylideneamine (2.0 g, 7.01 mmol) in 2-butanone (25 ml) at rt was added 2-chloro-5-chloromethyl-pyridine (2.27 g, 14.0 mmol) followed by NaBr (0.715 g, 7.01 mmol). The reaction was heated to 90° C. where it was maintained for 4 d. After this time, the suspension was cooled to rt and filtered. The collected solid was washed with additional 2-butanone and then dried to give 1-(6-chloro-pyridin-3-ylmethyl)-3-(3-phenoxy-propy...